This data is from the Open Reaction Database (ORD), a public repository of structured organic reaction records. The task is: describe an organic reaction: reactants, conditions, products, and yield Starting materials: [O-]CC.[Na+] (sodium ethoxide), C(CC(=O)OCC)(=O)OCC (diethyl malonate), ClC=1C=CC(=C(C1)C=CC(C)=O)OC (4-(5-chloro-2-methoxyphenyl)-3-buten-2-one). Run in C(C)O (ethanol). Reaction conditions: time 30 minute. Yields the product ClC=1C=CC(=C(C1)C1CC(CC(C1)=O)=O)OC (5-(5-chloro-2-methoxyphenyl)cyclohexane-1,3-dione). RXN SMILES: [O-:1][CH2:2][CH3:3].[Na+].C(OCC)(=O)CC(OCC)=O.[Cl:16][C:17]1[CH:18]=[CH:19][C:20]([O:28][CH3:29])=[C:21]([CH:23]=[CH:24][C:25](=[O:27])[CH3:26])[CH:22]=1>C(O)C>[Cl:16][C:17]1[CH:18]=[CH:19][C:20]([O:28][CH3:29])=[C:21]([CH:23]2[CH2:3][C:2](=[O:1])[CH2:26][C:25](=[O:27])[CH2:24]2)[CH:22]=1 |f:0.1|. Procedure details: To a solution of 20% sodium ethoxide in ethanol (2.3 g) was added at room temperature diethyl malonate (5.4 g) and then was added little by little 4-(5-chloro-2-methoxyphenyl)-3-buten-2-one (6.8 g), and the reaction mixture was stirred at room temperature for 30 minutes, refluxed for 2 hours and cooled. The solvent was evaporated, and to the residue was added water. The aqueous layer was washed with ethyl acetate and concentrated. To the residue was added 2M sodium hydroxide (18 ml), and the mix... The reactants are C1CCOC1, Cc1c[nH]c2ncnc(N3CCC(COCc4ccccc4)(C(=O)Nc4cccc(OC(=O)N(C)C)c4)CC3)c12. Product: Cc1c[nH]c2ncnc(N3CCC(CO)(C(=O)Nc4cccc(OC(=O)N(C)C)c4)CC3)c12. RXN SMILES: [CH2:41]1[O:42][CH2:43][CH2:44][CH2:45]1.[CH3:1][N:2]([C:3]([O:4][c:5]1[cH:6][c:7]([NH:11][C:12](=[O:13])[C:14]2([CH2:30][O:31][CH2:32][c:33]3[cH:34][cH:35][cH:36][cH:37][cH:38]3)[CH2:15][CH2:16][N:17]([c:20]3[c:21]4[c:22]([n:23][cH:24][n:25]3)[nH:26][cH:27][c:28]4[CH3:29])[CH2:18][CH2:19]2)[cH:8][cH:9][cH:10]1)=[O:39])[CH3:40]>>[CH3:1][N:2]([C:3]([O:4][c:5]1[cH:6][c:7]([NH:11][C:12](=[O:13])[C:14]2([CH2:30][OH:31])[CH2:15][CH2:16][N:17]([c:20]3[c:21]4[c:22]([n:23][cH:24][n:25]3)[nH:26][cH:27][c:28]4[CH3:29])[CH2:18][CH2:19]2)[cH:8][cH:9][cH:10]1)=[O:39])[CH3:40].